From a dataset of the Open Reaction Database (ORD), a public repository of structured organic reaction records. describe an organic reaction: reactants, conditions, products, and yield The reactants are CCOC(=O)c1ccc(-c2ccn3c(-c4cccc(-n5cccn5)c4)cnc3c2)cc1, NCCO, CCO, [K+], [K+], O=C([O-])[O-]. The product is O=C(NCCO)c1ccc(-c2ccn3c(-c4cccc(-n5cccn5)c4)cnc3c2)cc1. As a reaction SMILES: [CH2:1]([O:2][C:4]([c:5]1[cH:6][cH:7][c:8](-[c:11]2[cH:12][c:13]3[n:14]([cH:15][cH:16]2)[c:17](-[c:20]2[cH:21][c:22](-[n:26]4[n:27][cH:28][cH:29][cH:30]4)[cH:23][cH:24][cH:25]2)[cH:18][n:19]3)[cH:9][cH:10]1)=[O:31])[CH3:3].[CH2:32]([OH:33])[CH2:34][NH2:35].[CH3:42][CH2:43][OH:44].[K+:36].[K+:37].[O-:38][C:39]([O-:40])=[O:41]>>[C:4]([c:5]1[cH:6][cH:7][c:8](-[c:11]2[cH:12][c:13]3[n:14]([cH:15][cH:16]2)[c:17](-[c:20]2[cH:21][c:22](-[n:26]4[n:27][cH:28][cH:29][cH:30]4)[cH:23][cH:24][cH:25]2)[cH:18][n:19]3)[cH:9][cH:10]1)(=[O:31])[NH:35][CH2:34][CH2:32][OH:33]. Starting materials: O1C(CCCC1)OCCC#CCO (5-(Tetrahydro-pyran-2-yloxy)-pent-2-yn-1-ol), N1C=NC=C1 (imidazole), CC(C)(C)[Si](C1=CC=CC=C1)(C2=CC=CC=C2)Cl (TBDPSCl). The solvent is C(Cl)Cl (CH2Cl2), C(Cl)Cl (CH2Cl2). Yields the product C(C)(C)(C)[Si](OCC#CCCOC1OCCCC1)(C1=CC=CC=C1)C1=CC=CC=C1 (tert-Butyl-diphenyl-[5-(tetrahydro-pyran-2-yloxy)-pent-2-ynyloxy]-silane). Isolated yield 96.0%. Reaction SMILES: [O:1]1[CH2:6][CH2:5][CH2:4][CH2:3][CH:2]1[O:7][CH2:8][CH2:9][C:10]#[C:11][CH2:12][OH:13].N1C=CN=C1.[CH3:19][C:20]([Si:23](Cl)([C:30]1[CH:35]=[CH:34][CH:33]=[CH:32][CH:31]=1)[C:24]1[CH:29]=[CH:28][CH:27]=[CH:26][CH:25]=1)([CH3:22])[CH3:21]>C(Cl)Cl>[C:20]([Si:23]([C:30]1[CH:35]=[CH:34][CH:33]=[CH:32][CH:31]=1)([C:24]1[CH:25]=[CH:26][CH:27]=[CH:28][CH:29]=1)[O:13][CH2:12][C:11]#[C:10][CH2:9][CH2:8][O:7][CH:2]1[CH2:3][CH2:4][CH2:5][CH2:6][O:1]1)([CH3:22])([CH3:19])[CH3:21]. Procedure: A solution of compound 3 and imidazole in CH2Cl2 was treated with TBDPSCl dropwise at 0° C. for 2 h. The reaction mixture was diluted with CH2Cl2 (300 mL) and washed with water (200 mL). The organic layer was dried over MgSO4 and concentrated. The residue was purified with 10% EtOAc in hexanes by silica gel column chromatography to give 18.0 g of compound 4 (42.6 mmol, 96% yield): 1H NMR (CDCl3) δ 7.80˜7.64 (m, 4H), 7.49˜7.34 (m, 6H), 4.63 (t, J=3.6 Hz, 1H), 4.31 (t, J=1.9 Hz, 2H), 3.93˜3.83 (m,... The reactants are C(C)OC(=O)C1(CC1)NC(=O)C1=CC2=C(N(C(=N2)NC=2SC3=C(N2)C=CC(=C3)OC(F)(F)F)C)C=C1 (1-{[1-methyl-2-(6-trifluoromethoxy-benzothiazol-2-ylamino)-1H-benzimidazole-5-carbonyl]-amino}-cyclopropanecarboxylic acid ethyl ester), [Li+].[OH-] (LiOH). The product is CN1C(=NC2=C1C=CC(=C2)C(=O)NC2(CC2)C(=O)O)NC=2SC1=C(N2)C=CC(=C1)OC(F)(F)F (1-{[1-Methyl-2-(6-trifluoromethoxy-benzothiazol-2-ylamino)-1H-benzimidazole-5-carbonyl]-amino}-cyclopropanecarboxylic acid). The yield is 92.5%. As a reaction SMILES: C([O:3][C:4]([C:6]1([NH:9][C:10]([C:12]2[CH:36]=[CH:35][C:15]3[N:16]([CH3:34])[C:17]([NH:19][C:20]4[S:21][C:22]5[CH:28]=[C:27]([O:29][C:30]([F:33])([F:32])[F:31])[CH:26]=[CH:25][C:23]=5[N:24]=4)=[N:18][C:14]=3[CH:13]=2)=[O:11])[CH2:8][CH2:7]1)=[O:5])C.[Li+].[OH-]>>[CH3:34][N:16]1[C:15]2[CH:35]=[CH:36][C:12]([C:10]([NH:9][C:6]3([C:4]([OH:5])=[O:3])[CH2:8][CH2:7]3)=[O:11])=[CH:13][C:14]=2[N:18]=[C:17]1[NH:19][C:20]1[S:21][C:22]2[CH:28]=[C:27]([O:29][C:30]([F:32])([F:31])[F:33])[CH:26]=[CH:25][C:23]=2[N:24]=1 |f:1.2|. Reported procedure: 1-{[1-Methyl-2-(6-trifluoromethoxy-benzothiazol-2-ylamino)-1H-benzimidazole-5-carbonyl]-amino}-cyclopropanecarboxylic acid (91 mg) was prepared by following General Procedure E starting from 1-{[1-methyl-2-(6-trifluoromethoxy-benzothiazol-2-ylamino)-1H-benzimidazole-5-carbonyl]-amino}-cyclopropanecarboxylic acid ethyl ester (104 mg), and LiOH (0.5 ml, 2.0 N solution in water). LC/MS: m/z 493. Starting materials: C(\C=C\C(=O)O)(=O)OC (methyl hydrogen fumarate), C(O)([O-])=O.[Cs+] (cesium hydrogen carbonate), ClCCOC(=O)OC(C)C (methylethyl (chloroethoxy)formate). Solvent: CN1CCCC1=O (NMP). Yields the product C(\C=C\C(=O)OCCOC(=O)OC(C)C)(=O)OC (Methyl (methylethoxycarbonyloxy)ethyl (2E)but-2-ene-1,4-dioate). The yield is 90.9%. Reaction SMILES: [C:1]([O:8][CH3:9])(=[O:7])/[CH:2]=[CH:3]/[C:4]([OH:6])=[O:5].C(=O)([O-])O.[Cs+].Cl[CH2:16][CH2:17][O:18][C:19]([O:21][CH:22]([CH3:24])[CH3:23])=[O:20]>CN1C(=O)CCC1>[C:1]([O:8][CH3:9])(=[O:7])/[CH:2]=[CH:3]/[C:4]([O:6][CH2:16][CH2:17][O:18][C:19]([O:21][CH:22]([CH3:24])[CH3:23])=[O:20])=[O:5] |f:1.2|. Reported procedure: Following general procedure A, methyl hydrogen fumarate (0.39 g, 3.0 mmol) in NMP (8 mL) was reacted with CsHCO3 (0.69 g, 3.6 mmol) and methylethyl (chloroethoxy)formate (0.70 g, 4.2 mmol) to afford 0.71 g (91% yield) of the title compound (40) after isolation and purification. 1H NMR (CDCl3, 400 MHz): δ 6.89 (d, J=15.6 Hz, 1H), 6.84 (q, J=5.2 Hz, 1H, superimposed), 6.82 (d, J=15.6 Hz, 1H, superimposed), 4.90 (heptet, J=6.2 Hz, 3H), 3.81 (s, 3H), 1.57 (d, J=5.2 Hz, 3H), 1.32 (d, J=6.2 Hz, 3H), 1... As a reaction SMILES: [C:1]([CH3:2])([CH3:3])([CH3:4])[O:5][C:6]([NH:7][CH2:8][c:9]1[c:10]([O:17][CH3:18])[cH:11][c:12]([NH2:16])[c:13]([I:15])[cH:14]1)=[O:19].[CH2:20]([CH2:21][CH2:33][CH3:34])[C:22]([Sn:23])=[C:24]([CH2:25][CH2:26][CH2:27][CH3:28])[CH2:29][CH2:30][CH2:31][CH3:32].[CH3:35][c:36]1[cH:37][cH:38][cH:39][cH:40][cH:41]1.[cH:42]1[cH:43][cH:44][c:45]([P:46]([Pd:47]([P:48]([c:49]2[cH:50][cH:51][cH:52][cH:53][cH:54]2)([c:55]2[cH:56][cH:57][cH:58][cH:59][cH:60]2)[c:61]2[cH:62][cH:63][cH:64][cH:65][cH:66]2)([P:67]([c:68]2[cH:69][cH:70][cH:71][cH:72][cH:73]2)([c:74]2[cH:75][cH:76][cH:77][cH:78][cH:79]2)[c:80]2[cH:81][cH:82][cH:83][cH:84][cH:85]2)[P:86]([c:87]2[cH:88][cH:89][cH:90][cH:91][cH:92]2)([c:93]2[cH:94][cH:95][cH:96][cH:97][cH:98]2)[c:99]2[cH:100][cH:101][cH:102][cH:103][cH:104]2)([c:105]2[cH:106][cH:107][cH:108][cH:109][cH:110]2)[c:111]2[cH:112][cH:113][cH:114][cH:115][cH:116]2)[cH:117][cH:118]1>>[C:1]([CH3:2])([CH3:3])([CH3:4])[O:5][C:6]([NH:7][CH2:8][c:9]1[c:10]([O:17][CH3:18])[cH:11][c:12]([NH2:16])[c:13]([CH:20]=[CH2:21])[cH:14]1)=[O:19]. Starting materials: COc1cc(N)c(I)cc1CNC(=O)OC(C)(C)C, CCCCC([Sn])=C(CCCC)CCCC, Cc1ccccc1, c1ccc(P(c2ccccc2)(c2ccccc2)[Pd](P(c2ccccc2)(c2ccccc2)c2ccccc2)(P(c2ccccc2)(c2ccccc2)c2ccccc2)P(c2ccccc2)(c2ccccc2)c2ccccc2)cc1. The product is C=Cc1cc(CNC(=O)OC(C)(C)C)c(OC)cc1N. Starting materials: C(C)(C)(C)O[K] (tert-butoxypotassium), O=C1CCN(CC1)C(=O)OC(C)(C)C (tert-butyl 4-oxopiperidine-1-carboxylate). Reagents/catalysts: [Br-].C[P+](C1=CC=CC=C1)(C1=CC=CC=C1)C1=CC=CC=C1 (methyltriphenylphosphonium bromide). The solvent is CCCCCC (hexane). Conditions: time 2 hour. Product: C=C1CCN(CC1)C(=O)OC(C)(C)C (tert-butyl 4-methylenepiperidine-1-carboxylate). Yield: 67.1%. As a reaction SMILES: [C:1](O[K])(C)(C)C.O=[C:8]1[CH2:13][CH2:12][N:11]([C:14]([O:16][C:17]([CH3:20])([CH3:19])[CH3:18])=[O:15])[CH2:10][CH2:9]1>[Br-].C[P+](C1C=CC=CC=1)(C1C=CC=CC=1)C1C=CC=CC=1.CCCCCC>[CH2:1]=[C:8]1[CH2:13][CH2:12][N:11]([C:14]([O:16][C:17]([CH3:20])([CH3:19])[CH3:18])=[O:15])[CH2:10][CH2:9]1 |f:2.3|. Reported procedure: A solution of methyltriphenylphosphonium bromide (2.15 g, 6.02 mmol) in hexane (15 mL) was added with tert-butoxypotassium (0.676 g, 6.02 mmol), and the mixture was stirred at room temperature for 2 hours. The reaction mixture was added portionwise with tert-butyl 4-oxopiperidine-1-carboxylate (1.10 g, 5.52 mmol), and the mixture was stirred overnight at room temperature. The solid was removed by filtration, the concentrated filtrate was added with water, and the mixture was extracted with ethyl...